From a dataset of the Open Reaction Database (ORD), a public repository of structured organic reaction records. describe an organic reaction: reactants, conditions, products, and yield Starting materials: ClCCl, ClCCl, Cl, Cl, O=S(=O)(Cl)c1ccc(I)cc1, O=C(O)C1CNC1, [Na+], [OH-], O, O. Yields the product O=C(O)C1CN(S(=O)(=O)c2ccc(I)cc2)C1. RXN SMILES: [Cl:23][CH2:24][Cl:25].[Cl:26][CH2:27][Cl:28].[ClH:1].[ClH:22].[I:11][c:12]1[cH:13][cH:14][c:15]([S:18](=[O:19])(=[O:20])[Cl:21])[cH:16][cH:17]1.[NH:2]1[CH2:3][CH:4]([C:6](=[O:7])[OH:8])[CH2:5]1.[Na+:10].[OH-:9].[OH2:29].[OH2:30]>>[N:2]1([S:18]([c:15]2[cH:14][cH:13][c:12]([I:11])[cH:17][cH:16]2)(=[O:19])=[O:20])[CH2:3][CH:4]([C:6](=[O:7])[OH:8])[CH2:5]1. Reactants: O=C1NC2=C(CCN1C1CCN(CC1)C(=O)O[C@@H](C(N1CCN(CC1)C1CCNCC1)=O)CC1=CC(=C(C(=C1)C(F)(F)F)N)Cl)C=CC=C2 ((R)-1-(4-amino-3-chloro-5-trifluoromethyl-benzyl)-2-oxo-2-(4-piperidin-4-yl-piperazin-1-yl)-ethyl 4-(2-oxo-1,2,4,5-tetrahydro-1,3-benzodiazepin-3-yl)-piperidine-1-carboxylate), C(=O)([O-])[O-].[K+].[K+] (K2CO3), BrC(C(=O)OCC)(C)C (ethyl 2-bromo-2-methyl-propionate). The solvent is CN(C)C=O (DMF). Run at temperature 50 celsius, time 12 hour. The product is O=C1NC2=C(CCN1C1CCN(CC1)C(=O)O[C@@H](C(=O)N1CCN(CC1)C1CCN(CC1)C(C)(C)C(=O)OCC)CC1=CC(=C(C(=C1)C(F)(F)F)N)Cl)C=CC=C2 ((R)-1-(4-amino-3-chloro-5-trifluoromethyl-benzyl)-2-{4-[1-(1-ethoxycarbonyl-1-methyl-ethyl)-piperidin-4-yl]-piperazin-1-yl}-2-oxo-ethyl 4-(2-oxo-1,2,4,5-tetrahydro-1,3-benzodiazepin-3-yl)-piperidine-1-carboxylate). Reaction SMILES: [O:1]=[C:2]1[N:8]([CH:9]2[CH2:14][CH2:13][N:12]([C:15]([O:17][C@H:18]([CH2:33][C:34]3[CH:39]=[C:38]([C:40]([F:43])([F:42])[F:41])[C:37]([NH2:44])=[C:36]([Cl:45])[CH:35]=3)[C:19](=[O:32])[N:20]3[CH2:25][CH2:24][N:23]([CH:26]4[CH2:31][CH2:30][NH:29][CH2:28][CH2:27]4)[CH2:22][CH2:21]3)=[O:16])[CH2:11][CH2:10]2)[CH2:7][CH2:6][C:5]2[CH:46]=[CH:47][CH:48]=[CH:49][C:4]=2[NH:3]1.C([O-])([O-])=O.[K+].[K+].Br[C:57]([CH3:64])([CH3:63])[C:58]([O:60][CH2:61][CH3:62])=[O:59]>CN(C=O)C>[O:1]=[C:2]1[N:8]([CH:9]2[CH2:14][CH2:13][N:12]([C:15]([O:17][C@H:18]([CH2:33][C:34]3[CH:39]=[C:38]([C:40]([F:41])([F:43])[F:42])[C:37]([NH2:44])=[C:36]([Cl:45])[CH:35]=3)[C:19]([N:20]3[CH2:21][CH2:22][N:23]([CH:26]4[CH2:31][CH2:30][N:29]([C:57]([C:58]([O:60][CH2:61][CH3:62])=[O:59])([CH3:64])[CH3:63])[CH2:28][CH2:27]4)[CH2:24][CH2:25]3)=[O:32])=[O:16])[CH2:11][CH2:10]2)[CH2:7][CH2:6][C:5]2[CH:46]=[CH:47][CH:48]=[CH:49][C:4]=2[NH:3]1 |f:1.2.3|. Procedure: A mixture of 140 mg (0.20 mmol) (R)-1-(4-amino-3-chloro-5-trifluoromethyl-benzyl)-2-oxo-2-(4-piperidin-4-yl-piperazin-1-yl)-ethyl 4-(2-oxo-1,2,4,5-tetrahydro-1,3-benzodiazepin-3-yl)-piperidine-1-carboxylate (Example 29a), 60.8 mg (0.44 mmol) K2CO3 and 45 μL (0.30 mmol) ethyl 2-bromo-2-methyl-propionate in 1.8 mL DMF was shaken at 50° C. for 12 h and then for 48 h at RT. The precipitate was filtered off and the filtrate was purified by HPLC without working up; the fractions containing the product... Starting materials: NC1=CC(=C(C=C1)C(=O)C[N+](=O)[O-])Cl (Nitromethyl 4-amino-2-chlorophenyl ketone), Cl (hydrochloric acid), N1=CC=CC=C1 (pyridine), ClC1=CC=C(C=C1)S(=O)(=O)Cl (4-chlorobenzenesulfonic acid chloride). Solvent: O (water), C1CCOC1 (THF). Conditions: temperature 40 celsius. Yields the product ClC=1C=C(C=CC1C(=O)C[N+](=O)[O-])NS(=O)(=O)C1=CC=C(C=C1)Cl (N-[3-Chloro-4-nitromethylcarbonylphenyl]-4-chlorobenzenesulfonamide). Reaction SMILES: [NH2:1][C:2]1[CH:7]=[CH:6][C:5]([C:8]([CH2:10][N+:11]([O-:13])=[O:12])=[O:9])=[C:4]([Cl:14])[CH:3]=1.N1C=CC=CC=1.[Cl:21][C:22]1[CH:27]=[CH:26][C:25]([S:28](Cl)(=[O:30])=[O:29])=[CH:24][CH:23]=1.Cl>O.C1COCC1>[Cl:14][C:4]1[CH:3]=[C:2]([NH:1][S:28]([C:25]2[CH:26]=[CH:27][C:22]([Cl:21])=[CH:23][CH:24]=2)(=[O:30])=[O:29])[CH:7]=[CH:6][C:5]=1[C:8]([CH2:10][N+:11]([O-:13])=[O:12])=[O:9]. Procedure: A mixture composed of 2 g (9.3 mmol) of the amine obtained in Example 13, 1.5 ml (18.5 mmol) of pyridine, 2.95 g (13.9 mmol) of 4-chlorobenzenesulfonic acid chloride and 80 ml of THF is heated for 16 h at 40° C. After cooling, 100 ml of water and 5 ml of concentrated hydrochloric acid are added before extracting with ethyl acetate. The organic phase is washed with a dilute sodium hydroxide solution. This aqueous phase is then acidified with HCl and extracted with ethyl acetate, which is then was... Starting materials: C(C)(C)C1=CC=C(C=C1)C(CC)=O (p-isopropyl-propiophenone), C(C)O (ethanol), C(OCC)(OCC)OCC (triethyl orthoformate), C([O-])(O)=O (bicarbonate), ice. Reagents/catalysts: C1(=CC=C(C=C1)S(=O)(=O)O)C (p-toluenesulphonic acid), C(C)N(CC)CC (triethylamine). Run at time 22 hour. Product: C(C)OC(CC)(C1=CC=C(C=C1)C(C)C)OCC (p-isopropyl-propiophenone diethyl ketal). Yield: 75.1%. RXN SMILES: [CH:1]([C:4]1[CH:9]=[CH:8][C:7]([C:10](=[O:13])[CH2:11][CH3:12])=[CH:6][CH:5]=1)([CH3:3])[CH3:2].C(OCC)(OCC)[O:15][CH2:16][CH3:17].C(=O)(O)[O-].[CH2:28](O)[CH3:29]>C1(C)C=CC(S(O)(=O)=O)=CC=1.C(N(CC)CC)C>[CH2:28]([O:13][C:10]([O:15][CH2:16][CH3:17])([C:7]1[CH:8]=[CH:9][C:4]([CH:1]([CH3:3])[CH3:2])=[CH:5][CH:6]=1)[CH2:11][CH3:12])[CH3:29]. Procedure: 48 ml of absolute ethanol and 1 g of p-toluenesulphonic acid are placed in a round flask which is fitted with a stirrer, thermometer, condenser and dropping funnel. Now, there are added dropwise within 30 minutes while stirring 181.5 g of p-isopropyl-propiophenone and subsequently within 1 hour 152.5 g of triethyl orthoformate. The temperature is held at 30° C. by external cooling. The mixture is subsequently stirred for a further 22 hours at 20°-25° C. The mixture is then adjusted to pH 8 with ...